This data is from the Open Reaction Database (ORD), a public repository of structured organic reaction records. The task is: describe an organic reaction: reactants, conditions, products, and yield The reactants are C1(=CC=CC=C1)C(=O)C(O)C1=CC=CC=C1 (benzoin), COC1=CC=C(C(C(C2=CC=CC=C2)=O)O)C=C1 (4'-Methoxybenzoin), C(C)(=O)[O-].[NH4+] (ammonium acetate), C1(CCC(=O)O1)=O (succinic anhydride). The solvent is C(C)(=O)O (acetic acid), C1(=CC=CC=C1)C (toluene), C(C)N(CC)CC (triethylamine), C(C)(=O)OCC (ethyl acetate). Product: COC1=CC=C(C=C1)C1=C(N=C(O1)CCC(=O)O)C1=CC=CC=C1 (5-(4-methoxyphenyl)-4-phenyl-2-oxazolepropanoic acid). Isolated yield 96.9%. RXN SMILES: [CH3:1][O:2][C:3]1[CH:18]=[CH:17][C:6]([CH:7]([OH:16])[C:8](=O)[C:9]2[CH:14]=[CH:13][CH:12]=[CH:11][CH:10]=2)=[CH:5][CH:4]=1.[C:19]1(=O)[O:24][C:22](=[O:23])[CH2:21][CH2:20]1.C1(C(C(C2C=CC=CC=2)O)=O)C=CC=CC=1.C([O-])(=O)C.[NH4+:46]>C(O)(=O)C.C(OCC)(=O)C.C1(C)C=CC=CC=1.C(N(CC)CC)C>[CH3:1][O:2][C:3]1[CH:18]=[CH:17][C:6]([C:7]2[O:16][C:19]([CH2:20][CH2:21][C:22]([OH:24])=[O:23])=[N:46][C:8]=2[C:9]2[CH:14]=[CH:13][CH:12]=[CH:11][CH:10]=2)=[CH:5][CH:4]=1 |f:3.4|. Procedure details: 4'-Methoxybenzoin (17.4 g, 0.0716 m) prepared according to R. T. Arnold and R. C. Fuson, J.A.C.S., 58, 1295 (1936), succinic anhydride (8.7 g, 0.086 m), triethylamine (3.541, 0.025 m) and toluene (30 ml) were heated on a steam cone under nitrogen for 2.5 hours. Thin layer chromatography (silica gel 60, ethyl acetate) showed complete conversion of the starting benzoin. Glacial acetic acid (40 ml) and ammonium acetate (7.6 g) were added and 40 ml of solvent were removed by distillation over 1 hour...